From a dataset of the Open Reaction Database (ORD), a public repository of structured organic reaction records. describe an organic reaction: reactants, conditions, products, and yield Reactants: [Cl-].[NH4+] (ammonium chloride), C(C)(C)(C)C1=CC=C(C=C1)C1=C2CCC(C2=CC=C1)=O (4-(4′-tert-butylphenyl)indanone), [BH4-].[Na+] (sodium borohydride), CO (methanol). Run in C1(=CC=CC=C1)C (toluene). Reaction conditions: temperature 50 celsius, time 2 hour. Yields the product C(C)(C)(C)C1=CC=C(C=C1)C1=C2C=CCC2=CC=C1 (4-(4′-tert-butylphenyl)indene). Isolated yield 86.4%. Reaction SMILES: [C:1]([C:5]1[CH:10]=[CH:9][C:8]([C:11]2[CH:19]=[CH:18][CH:17]=[C:16]3[C:12]=2[CH2:13][CH2:14][C:15]3=O)=[CH:7][CH:6]=1)([CH3:4])([CH3:3])[CH3:2].[BH4-].[Na+].CO.[Cl-].[NH4+]>C1(C)C=CC=CC=1>[C:1]([C:5]1[CH:10]=[CH:9][C:8]([C:11]2[CH:19]=[CH:18][CH:17]=[C:16]3[C:12]=2[CH:13]=[CH:14][CH2:15]3)=[CH:7][CH:6]=1)([CH3:4])([CH3:2])[CH3:3] |f:1.2,4.5|. Reported procedure: 9.0 g (34 mmol) of 4-(4′-tert-butylphenyl)indanone and 1.3 g (34 mmol) of sodium borohydride together with 32 ml of toluene are placed in a reaction vessel. The reaction mixture is heated to 50° C., after which 6.2 ml (148 mmol) of methanol are added over a period of 10 minutes. After the addition is complete, the mixture is stirred at 50° C. for 2 hours. After addition of 30 ml of a saturated ammonium chloride solution, the mixture is stirred for another 30 minutes. After separating off the aqu... Reactants: ClCCCN1C(OC2=C1C=CC(=C2)[N+](=O)[O-])=O (3-(3-Chloro-propyl)-6-nitro-3H-benzoxazol-2-one), [O-]CC.[K+] (Potassium Ethoxide), [O-]CC.[K+] (Potassium Ethoxide), CCOCC (ether), O (water). Solvent: CN1C(CCC1)=O (N-Methylpyrrolidinone). Conditions: time 24 hour. Product: C(C)OC(=O)N1CCCOC2=C1C=CC(=C2)[N+](=O)[O-] (3-Nitro-7,8-dihydro-6H-5-oxa-9-aza-benzocycloheptene-9-carboxylic acid ethyl ester). The yield is 50.4%. Reaction SMILES: Cl[CH2:2][CH2:3][CH2:4][N:5]1[C:9]2[CH:10]=[CH:11][C:12]([N+:14]([O-:16])=[O:15])=[CH:13][C:8]=2[O:7][C:6]1=[O:17].[O-:18][CH2:19][CH3:20].[K+].CCOCC.O>CN1CCCC1=O>[CH2:19]([O:18][C:6]([N:5]1[C:9]2[CH:10]=[CH:11][C:12]([N+:14]([O-:16])=[O:15])=[CH:13][C:8]=2[O:7][CH2:2][CH2:3][CH2:4]1)=[O:17])[CH3:20] |f:1.2|. Procedure details: 3-(3-Chloro-propyl)-6-nitro-3H-benzoxazol-2-one (5.08 g, 19.8 mmol) and Potassium Ethoxide (1.80 g, 21.4 mmol) in N-Methylpyrrolidinone (60 mL) was stirred at room temperature under an atmosphere of Nitrogen. At 24 h, an additional aliquot of Potassium Ethoxide (0.91 g, 11 mmol) was added. After stirring overnight, the solution was poured into ether (100 mL) and water (50 mL), separated and extracted 2×100 mL ether. The organic extracts were washed with water (2×50 mL) and brine (50 mL), dried a... Reactants: CCOC(C)Oc1ccc(S(=O)(=O)N2CC3OC(C)(C)OC3C(O)C2C(=O)NOCc2ccccc2)cc1, CO. The product is CCOC(C)Oc1ccc(S(=O)(=O)N2CC(O)C(O)C(O)C2C(=O)NOCc2ccccc2)cc1. Reaction SMILES: [CH2:1]([c:2]1[cH:3][cH:4][cH:5][cH:6][cH:7]1)[O:8][NH:9][C:10](=[O:11])[CH:12]1[CH:13]([OH:38])[CH:14]2[CH:15]([CH2:16][N:17]1[S:18](=[O:19])(=[O:20])[c:21]1[cH:22][cH:23][c:24]([O:27][CH:28]([CH3:29])[O:30][CH2:31][CH3:32])[cH:25][cH:26]1)[O:33][C:34]([CH3:36])([CH3:37])[O:35]2.[CH3:39][OH:40]>>[CH2:1]([c:2]1[cH:3][cH:4][cH:5][cH:6][cH:7]1)[O:8][NH:9][C:10](=[O:11])[CH:12]1[CH:13]([OH:38])[CH:14]([OH:35])[CH:15]([OH:33])[CH2:16][N:17]1[S:18](=[O:19])(=[O:20])[c:21]1[cH:22][cH:23][c:24]([O:27][CH:28]([CH3:29])[O:30][CH2:31][CH3:32])[cH:25][cH:26]1. The yield is 62.0%. Yields the product C(C(C)C)OC1=CC=C(C=C1)C1=CC=C(C2=NN(N=C21)CCCCCCCC)C2=CC=C(C=C2)OCC(C)C (4,7-bis(4-isobutoxyphenyl)-2-octyl-2H-benzo[d][1,2,3]triazole), Compound 45. Reagents/catalysts: C=1C=CC(=CC1)[P](C=2C=CC=CC2)(C=3C=CC=CC3)[Pd]([P](C=4C=CC=CC4)(C=5C=CC=CC5)C=6C=CC=CC6)([P](C=7C=CC=CC7)(C=8C=CC=CC8)C=9C=CC=CC9)[P](C=1C=CC=CC1)(C=1C=CC=CC1)C=1C=CC=CC1 (tetrakis(triphenylphosphine)palladium(0)). The solvent is O (water), O (water). Conditions: temperature 105 celsius. RXN SMILES: Br[C:2]1[C:10]2[C:6](=[N:7][N:8]([CH2:11][CH2:12][CH2:13][CH2:14][CH2:15][CH2:16][CH2:17][CH3:18])[N:9]=2)[C:5](Br)=[CH:4][CH:3]=1.[CH2:20]([O:24][C:25]1[CH:30]=[CH:29][C:28](B(O)O)=[CH:27][CH:26]=1)[CH:21]([CH3:23])[CH3:22].[C:34](=[O:37])([O-])[O-].[Na+].[Na+].[C:40]1(C)[CH:45]=[CH:44][CH:43]=[CH:42][CH:41]=1.[CH2:47](O)[CH2:48][CH2:49]C>O.C1C=CC([P]([Pd]([P](C2C=CC=CC=2)(C2C=CC=CC=2)C2C=CC=CC=2)([P](C2C=CC=CC=2)(C2C=CC=CC=2)C2C=CC=CC=2)[P](C2C=CC=CC=2)(C2C=CC=CC=2)C2C=CC=CC=2)(C2C=CC=CC=2)C2C=CC=CC=2)=CC=1>[CH2:20]([O:24][C:25]1[CH:30]=[CH:29][C:28]([C:2]2[C:10]3[C:6](=[N:7][N:8]([CH2:11][CH2:12][CH2:13][CH2:14][CH2:15][CH2:16][CH2:17][CH3:18])[N:9]=3)[C:5]([C:40]3[CH:41]=[CH:42][C:43]([O:37][CH2:34][CH:48]([CH3:49])[CH3:47])=[CH:44][CH:45]=3)=[CH:4][CH:3]=2)=[CH:27][CH:26]=1)[CH:21]([CH3:23])[CH3:22] |f:2.3.4,^1:56,58,77,96|. Reactants: BrC1=CC=C(C2=NN(N=C21)CCCCCCCC)Br (4,7-Dibromo-2-octyl-2H-benzo[d][1,2,3]triazole), C(C(C)C)OC1=CC=C(C=C1)B(O)O (4-isobutoxyphenylboronic acid), C([O-])([O-])=O.[Na+].[Na+] (sodium carbonate), C1(=CC=CC=C1)C (toluene), C(CCC)O (butanol). Reported procedure: A mixture of Intermediate L (778 mg, 2.0 mmol), 4-isobutoxyphenylboronic acid (970 mg, 5.0 mmol), tetrakis(triphenylphosphine)palladium(0) (500 mg, 0.43 mmol), solution of sodium carbonate (2.12 g, 20 mmol) in water (15 mL), butanol (50 mL), and toluene (30 mL) was vigorously stirred and heated under argon at 105° C. for 16 hours. The reaction mixture was poured into water (200 mL), stirred for 30 minutes and extracted with toluene/ethyl acetate/hexane (2:1:1, 400 mL). The extract was dried over...